Dataset: the Open Reaction Database (ORD), a public repository of structured organic reaction records. Task: describe an organic reaction: reactants, conditions, products, and yield Starting materials: S(=O)(=O)([O-])CCO.[Na+] (sodium isethionate), C12(CC3CC(CC(C1)C3)C2)C(=O)O (1-adamantanecarboxylic acid), aqueous solution, [Cl-].C1(=CC=CC=C1)[S+](C1=CC=CC=C1)C1=CC=CC=C1 (triphenylsulfonium chloride), FC(C(=O)OC(C(F)(F)F)=O)(F)F (trifluoroacetic anhydride), C([O-])(O)=O.[Na+] (sodium bicarbonate). Run in FC(C(=O)O)(F)F (trifluoroacetic acid), C(Cl)Cl (methylene chloride), O (water). Reaction conditions: time 2 hour. The product is C12(CC3CC(CC(C1)C3)C2)C(=O)OCCS(=O)(=O)[O-].C2(=CC=CC=C2)[S+](C2=CC=CC=C2)C2=CC=CC=C2 (triphenylsulfonium 2-(adamantane-1-carbonyloxy)ethanesulfonate). Yield: 62.0%. Reaction SMILES: [S:1]([CH2:5][CH2:6][OH:7])([O-:4])(=[O:3])=[O:2].[Na+].[C:9]12([C:19](O)=[O:20])[CH2:18][CH:13]3[CH2:14][CH:15]([CH2:17][CH:11]([CH2:12]3)[CH2:10]1)[CH2:16]2.FC(F)(F)C(OC(=O)C(F)(F)F)=O.[Cl-].[C:36]1([S+:42]([C:49]2[CH:54]=[CH:53][CH:52]=[CH:51][CH:50]=2)[C:43]2[CH:48]=[CH:47][CH:46]=[CH:45][CH:44]=2)[CH:41]=[CH:40][CH:39]=[CH:38][CH:37]=1.C(=O)(O)[O-].[Na+]>FC(F)(F)C(O)=O.C(Cl)Cl.O>[C:9]12([C:19]([O:7][CH2:6][CH2:5][S:1]([O-:4])(=[O:3])=[O:2])=[O:20])[CH2:16][CH:15]3[CH2:14][CH:13]([CH2:12][CH:11]([CH2:17]3)[CH2:10]1)[CH2:18]2.[C:49]1([S+:42]([C:36]2[CH:37]=[CH:38][CH:39]=[CH:40][CH:41]=2)[C:43]2[CH:48]=[CH:47][CH:46]=[CH:45][CH:44]=2)[CH:50]=[CH:51][CH:52]=[CH:53][CH:54]=1 |f:0.1,4.5,6.7,11.12|. Procedure details: In 125 g of trifluoroacetic acid were dissolved 14.8 g (0.10 mole) of sodium isethionate and 18.0 g (0.10 mole) of 1-adamantanecarboxylic acid. To this solution, 32.0 g (0.15 mole) of trifluoroacetic anhydride was added dropwise, followed by stirring for 2 hours at room temperature. Then 430 g (0.15 mole) of an aqueous solution of triphenylsulfonium chloride prepared in Synthesis Example 1-1, 800 g of water, and 1,500 g of methylene chloride were added, followed by stirring for 1 hour at room te... Starting materials: O=C1C2=C(OCC3=C1C=CC=C3)C=CC(=C2)C(=O)O (6,11-dihydro-11-oxodibenz[b,e]oxepin-2-carboxylic acid), S(O)(O)(=O)=O (sulfuric acid), CO (methanol). Product: O=C1C2=C(OCC3=C1C=CC=C3)C=CC(=C2)C(=O)OC (Methyl 6,11-Dihydro-11-oxodibenz[b,e]oxepin-2-carboxylate). RXN SMILES: [O:1]=[C:2]1[C:8]2[CH:9]=[CH:10][CH:11]=[CH:12][C:7]=2[CH2:6][O:5][C:4]2[CH:13]=[CH:14][C:15]([C:17]([OH:19])=[O:18])=[CH:16][C:3]1=2.S(=O)(=O)(O)O.[CH3:25]O>>[O:1]=[C:2]1[C:8]2[CH:9]=[CH:10][CH:11]=[CH:12][C:7]=2[CH2:6][O:5][C:4]2[CH:13]=[CH:14][C:15]([C:17]([O:19][CH3:25])=[O:18])=[CH:16][C:3]1=2. Procedure: Reflux 8 gm. of 6,11-dihydro-11-oxodibenz[b,e]oxepin-2-carboxylic acid in 600 cc. of methanol containing 1 cc. of sulfuric acid for 19 hours. Cool and separate the solids by filtration to obtain the title product. (m.p. 130°-131° C.). Starting materials: CC(C)Cn1c(CN(C(=O)[O-])C(C)(C)C)c(-c2cccc(F)c2)c2cc(OCC(N)=O)ccc2c1=O, CCOC(C)=O, Cl. The product is Cl, CC(C)Cn1c(CN)c(-c2cccc(F)c2)c2cc(OCC(N)=O)ccc2c1=O. As a reaction SMILES: [C:1]([N:5]([C:2](=[O:3])[O-:4])[CH2:9][c:10]1[n:11]([CH2:33][CH:34]([CH3:35])[CH3:36])[c:12](=[O:32])[c:13]2[cH:14][cH:15][c:16]([O:27][CH2:28][C:29](=[O:30])[NH2:31])[cH:17][c:18]2[c:19]1-[c:20]1[cH:21][c:22]([F:26])[cH:23][cH:24][cH:25]1)([CH3:6])([CH3:7])[CH3:8].[CH3:38][CH2:39][O:40][C:41](=[O:42])[CH3:43].[ClH:37]>>[ClH:37].[NH2:5][CH2:9][c:10]1[n:11]([CH2:33][CH:34]([CH3:35])[CH3:36])[c:12](=[O:32])[c:13]2[cH:14][cH:15][c:16]([O:27][CH2:28][C:29](=[O:30])[NH2:31])[cH:17][c:18]2[c:19]1-[c:20]1[cH:21][c:22]([F:26])[cH:23][cH:24][cH:25]1. Starting materials: BrC=1C2=CC=CC=C2C(=C2C=CC=CC12)C=1C=CC=2C=CC3=CC=CC=C3C2C1 (9-bromo-10-phenanthren-3-ylanthracene), N#N (N2), mixture, C1(=CC=CC=C1)N1C(=NC2=C1C=CC=C2)C2=CC=C(C=C2)B(O)O (4-(1-phenyl-1H-benzimidazol-2-yl)phenylboronic acid), C(=O)([O-])[O-].[Na+].[Na+] (Na2CO3), C1(=CC=CC=C1)C (toluene). Reagents/catalysts: C=1C=CC(=CC1)[P](C=2C=CC=CC2)(C=3C=CC=CC3)[Pd]([P](C=4C=CC=CC4)(C=5C=CC=CC5)C=6C=CC=CC6)([P](C=7C=CC=CC7)(C=8C=CC=CC8)C=9C=CC=CC9)[P](C=1C=CC=CC1)(C=1C=CC=CC1)C=1C=CC=CC1 (tetrakis(triphenylphosphine)palladium(0)). Solvent: O.CO (water MeOH), CCO (EtOH). The product is C1=CC(=CC=2C3=CC=CC=C3C=CC12)C1=C2C=CC=CC2=C(C2=CC=CC=C12)C1=CC=C(C=C1)C1=NC2=C(N1C1=CC=CC=C1)C=CC=C2 (2-[4-(10-Phenanthren-3-ylanthracen-9-yl)phenyl]-1-phenyl-1H-benzimidazole). The yield is 68.0%. Reaction SMILES: BrC1[C:3]2[C:8]([C:9]([C:16]3[CH:17]=CC4C=CC5C(C=4[CH:29]=3)=CC=CC=5)=[C:10]3[C:15]=1[CH:14]=[CH:13][CH:12]=[CH:11]3)=[CH:7][CH:6]=[CH:5][CH:4]=2.[C:30]1([N:36]2[C:40]3[CH:41]=[CH:42][CH:43]=[CH:44][C:39]=3[N:38]=[C:37]2C2C=CC(B(O)O)=CC=2)[CH:35]=[CH:34][CH:33]=[CH:32][CH:31]=1.C([O-])([O-])=O.[Na+].[Na+].N#N.[C:62]1([CH3:68])[CH:67]=[CH:66][CH:65]=[CH:64][CH:63]=1>CCO.C1C=CC([P]([Pd]([P](C2C=CC=CC=2)(C2C=CC=CC=2)C2C=CC=CC=2)([P](C2C=CC=CC=2)(C2C=CC=CC=2)C2C=CC=CC=2)[P](C2C=CC=CC=2)(C2C=CC=CC=2)C2C=CC=CC=2)(C2C=CC=CC=2)C2C=CC=CC=2)=CC=1.O.CO>[CH:64]1[C:65]2[CH:10]=[CH:9][C:8]3[C:7](=[CH:6][CH:5]=[CH:4][CH:3]=3)[C:66]=2[CH:67]=[C:62]([C:68]2[C:17]3[C:16](=[CH:29][CH:11]=[CH:12][CH:13]=3)[C:9]([C:10]3[CH:11]=[CH:12][C:13]([C:37]4[N:36]([C:30]5[CH:31]=[CH:32][CH:33]=[CH:34][CH:35]=5)[C:40]5[CH:41]=[CH:42][CH:43]=[CH:44][C:39]=5[N:38]=4)=[CH:14][CH:15]=3)=[C:8]3[C:3]=2[CH:4]=[CH:5][CH:6]=[CH:7]3)[CH:63]=1 |f:2.3.4,9.10,^1:75,77,96,115|. Procedure details: 32 g (70 mmol) of 9-bromo-10-phenanthren-3-ylanthracene, 26.3 g (84 mmol) of 4-(1-phenyl-1H-benzimidazol-2-yl)phenylboronic acid and 125 ml of 2 M Na2CO3 solution are suspended in 500 ml of toluene and 500 ml of EtOH, the mixture is saturated with N2, 1.7 g (1.8 mmol) of tetrakis(triphenylphosphine)palladium(0) are added, and the mixture is heated at the boil for 2 h. The mixture is poured into 1.5 l of a mixture of water/MeOH/6 M HCl 1:1:1, and the yellow precipitate is filtered off with suctio... Reactants: CO, CCCCC(C(=O)OCC)N1CCC(CNC(=O)c2cc(Cl)c(N)nc2OC)CC1, [Na+], [OH-]. The product is CCCCC(C(=O)O)N1CCC(CNC(=O)c2cc(Cl)c(N)nc2OC)CC1. Reaction SMILES: [CH3:33][OH:34].[NH2:1][c:2]1[c:3]([Cl:30])[cH:4][c:5]([C:10](=[O:11])[NH:12][CH2:13][CH:14]2[CH2:15][CH2:16][N:17]([CH:20]([C:21](=[O:22])[O:23][CH2:24][CH3:25])[CH2:26][CH2:27][CH2:28][CH3:29])[CH2:18][CH2:19]2)[c:6]([O:8][CH3:9])[n:7]1.[Na+:32].[OH-:31]>>[NH2:1][c:2]1[c:3]([Cl:30])[cH:4][c:5]([C:10](=[O:11])[NH:12][CH2:13][CH:14]2[CH2:15][CH2:16][N:17]([CH:20]([C:21](=[O:22])[OH:23])[CH2:26][CH2:27][CH2:28][CH3:29])[CH2:18][CH2:19]2)[c:6]([O:8][CH3:9])[n:7]1. Starting materials: [N+](=O)(O)[O-] (HNO3), C(C)(=O)NC=1C=CC2=C(CCO2)C1 (5-acetylamino-2,3-dihydrobenzofuran), ice water. Run in CC(=O)O (AcOH). Conditions: time 1 hour. Product: C(C)(=O)NC=1C(=CC2=C(CCO2)C1)[N+](=O)[O-] (5-acetylamino-6-nitro-2,3-dihydrobenzofuran). Yield: 92.9%. As a reaction SMILES: [C:1]([NH:4][C:5]1[CH:6]=[CH:7][C:8]2[O:12][CH2:11][CH2:10][C:9]=2[CH:13]=1)(=[O:3])[CH3:2].[N+:14]([O-])([OH:16])=[O:15]>CC(O)=O>[C:1]([NH:4][C:5]1[C:6]([N+:14]([O-:16])=[O:15])=[CH:7][C:8]2[O:12][CH2:11][CH2:10][C:9]=2[CH:13]=1)(=[O:3])[CH3:2]. Reported procedure: The product obtained in Step 3 (6.0 g, 33.9 mmol) was dissolved in AcOH (100 mL), then HNO3 (1.9 mL, 47.5 mmol) was added. The reaction mixture was stirred at room temperature for 1 h, then poured into ice-water. The water layer was extracted with ethyl acetate. The organic layer was dried, concentrated, purified by column chromatography to obtain a product (7.0 g, 93.3%). The reactants are ClC=1C(=CN2C(C(=CC(=C2C1C)C1CC1)C(=O)OC)=O)C (methyl 8-chloro-1-cyclopropyl-7,9-dimethyl-4-oxo-4H-quinolizine-3-carboxylate), NC1=NC=C(C=C1)B1OC(C)(C)C(C)(C)O1 (2-amino-pyridine-5-boronic acid pinacol ester). The yield is 75.7%. Procedure details: Methyl 8-(6-amino-pyridin-3-yl)-1-cyclopropyl-7,9-dimethyl-4-oxo-4H-quinolizine-3-carboxylate was prepared according to General Procedure A from methyl 8-chloro-1-cyclopropyl-7,9-dimethyl-4-oxo-4H-quinolizine-3-carboxylate (50 mg, 0.16 mmol) and 2-amino-pyridine-5-boronic acid pinacol ester (43 mg, 0.20 mmol). Purification by flash silica column chromatography (DCM:MeOH) (1:0 to 25:4) afforded the title compound as a yellow solid (44 mg, 69%). Yields the product NC1=CC=C(C=N1)C=1C(=CN2C(C(=CC(=C2C1C)C1CC1)C(=O)OC)=O)C (methyl 8-(6-amino-pyridin-3-yl)-1-cyclopropyl-7,9-dimethyl-4-oxo-4H-quinolizine-3-carboxylate). As a reaction SMILES: Cl[C:2]1[C:3]([CH3:21])=[CH:4][N:5]2[C:10]([C:11]=1[CH3:12])=[C:9]([CH:13]1[CH2:15][CH2:14]1)[CH:8]=[C:7]([C:16]([O:18][CH3:19])=[O:17])[C:6]2=[O:20].[NH2:22][C:23]1[CH:28]=[CH:27][C:26](B2OC(C)(C)C(C)(C)O2)=[CH:25][N:24]=1>>[NH2:22][C:23]1[N:24]=[CH:25][C:26]([C:2]2[C:3]([CH3:21])=[CH:4][N:5]3[C:10]([C:11]=2[CH3:12])=[C:9]([CH:13]2[CH2:15][CH2:14]2)[CH:8]=[C:7]([C:16]([O:18][CH3:19])=[O:17])[C:6]3=[O:20])=[CH:27][CH:28]=1. Reactants: CC(C)(C)OC(=O)N1CCOC(c2ccc(N)c(F)c2)C1, O=C(OC(Cl)(Cl)Cl)OC(Cl)(Cl)Cl, ClCCl, N#Cc1cccc(N)c1, [Na+], [Na+], O=C([O-])[O-], O. The product is CC(C)(C)OC(=O)N1CCOC(c2ccc(NC(=O)Nc3cccc(C#N)c3)c(F)c2)C1. RXN SMILES: [C:1]([CH3:2])([CH3:3])([CH3:4])[O:5][C:6](=[O:7])[N:8]1[CH2:9][CH:10]([c:14]2[cH:15][c:16]([F:21])[c:17]([NH2:20])[cH:18][cH:19]2)[O:11][CH2:12][CH2:13]1.[Cl:22][C:23]([Cl:24])([O:25][C:26]([O:27][C:28]([Cl:29])([Cl:30])[Cl:31])=[O:32])[Cl:33].[Cl:49][CH2:50][Cl:51].[NH2:40][c:41]1[cH:42][c:43]([C:44]#[N:45])[cH:46][cH:47][cH:48]1.[Na+:34].[Na+:35].[O-:36][C:37](=[O:38])[O-:39].[OH2:52]>>[C:1]([CH3:2])([CH3:3])([CH3:4])[O:5][C:6](=[O:7])[N:8]1[CH2:9][CH:10]([c:14]2[cH:15][c:16]([F:21])[c:17]([NH:20][C:26](=[O:32])[NH:40][c:41]3[cH:42][c:43]([C:44]#[N:45])[cH:46][cH:47][cH:48]3)[cH:18][cH:19]2)[O:11][CH2:12][CH2:13]1. The reactants are C(C)(=O)OCC (ethyl acetate), ClC=1C=CC(=C(C1Cl)O)[N+](=O)[O-] (5,6-dichloro-2-nitrophenol), [Sn](Cl)Cl (tin (II) chloride), [OH-].[Na+] (NaOH). Solvent: C(C)O (ethanol). Conditions: temperature 80 celsius, time 2 hour. Yields the product NC1=C(C(=C(C=C1)Cl)Cl)O (amino-5,6 dichlorophenol). Yield: 0.1%. As a reaction SMILES: [Cl:1][C:2]1[CH:3]=[CH:4][C:5]([N+:10]([O-])=O)=[C:6]([OH:9])[C:7]=1[Cl:8].[Sn](Cl)Cl.[OH-].[Na+].C(OCC)(=O)C>C(O)C>[NH2:10][C:5]1[CH:4]=[CH:3][C:2]([Cl:1])=[C:7]([Cl:8])[C:6]=1[OH:9] |f:2.3|. Procedure: A mixture of 5,6-dichloro-2-nitrophenol(1.8 g, 8.7 mmol) and tin (II) chloride (5.8 g, 26.1 mmol) in ethanol(50 mL) was heated at 80° C. under argon. After 2 hours, the starting material had disappeared and the solution was allowed to cool down and then poured into ice. The pH was made slightly basic (pH7-8), by addition of solid NaOH, before being extrated with ethyl acetate. The organic phase was washed with brine, dried over MgSO4 and filtered. The solvent was evaporated and chromatography of... Starting materials: S(O)(O)(=O)=O (sulfuric acid), C(CCC)OC1=C2C3=C(C(=NC2=CC=N1)C(=C)C)C=CC(=C3)F (1-butoxy-9-fluoro-6-isopropenylbenzo[c]-1,6-naphthyridine), [OH-].[Na+] (NaOH). The solvent is CCOC(=O)C (EtOAc), O (water), O (water). Conditions: temperature 100 celsius, time 15 hour. The product is FC1=CC2=C(C(=NC=3C=CNC(C23)=O)C(=C)C)C=C1 (9-fluoro-6-isopropenylbenzo[c]-1,6-naphthyridin-1(2H)-one). As a reaction SMILES: C([O:5][C:6]1[N:15]=[CH:14][CH:13]=[C:12]2[C:7]=1[C:8]1[CH:22]=[C:21]([F:23])[CH:20]=[CH:19][C:9]=1[C:10]([C:16]([CH3:18])=[CH2:17])=[N:11]2)CCC.S(=O)(=O)(O)O.[OH-].[Na+]>O.CCOC(C)=O>[F:23][C:21]1[CH:20]=[CH:19][C:9]2[C:10]([C:16]([CH3:18])=[CH2:17])=[N:11][C:12]3[CH:13]=[CH:14][NH:15][C:6](=[O:5])[C:7]=3[C:8]=2[CH:22]=1 |f:2.3|. Reported procedure: To a stirred suspension of 1-butoxy-9-fluoro-6-isopropenylbenzo[c]-1,6-naphthyridine (30 mg, 0.097 mmol) in water (0.5 ml) was added sulfuric acid (0.5 ml) (CAUTION: EXOTHERM). The reaction mixture was stirred for 15 h at 100° C. The reaction was diluted with EtOAc (30 mL) and water (30 mL). To the resulting biphasic mixture was added NaOH (0.85 g, 21 mmol) portionwise to make the aqueous layer basic. The organic layer was dried over sodium sulfate, filtered and concentrated. The crude residue w...